From a dataset of the Open Reaction Database (ORD), a public repository of structured organic reaction records. describe an organic reaction: reactants, conditions, products, and yield Reactants: stannous chloride, ClC1=CC=C(N)C=C1 (p-chloroaniline), N(=O)[O-].[Na+] (sodium nitrite). Solvent: Cl (hydrochloric acid), Cl (hydrochloric acid), O (water), O (water). The product is ClC1=CC=C(C=C1)NN (p-chlorophenyl-hydrazine). As a reaction SMILES: [Cl:1][C:2]1[CH:8]=[CH:7][C:5]([NH2:6])=[CH:4][CH:3]=1.[N:9]([O-])=O.[Na+]>Cl.O>[Cl:1][C:2]1[CH:8]=[CH:7][C:5]([NH:6][NH2:9])=[CH:4][CH:3]=1 |f:1.2|. Reported procedure: To the solution of 1,445 g of p-chloroaniline in 3,375 ml of 38% hydrochloric acid and 5,650 ml of water the solution of 793 g of sodium nitrite in 3.3 L of water is added during 1 hour at -5° to -8° while stirring under nitrogen. After 15 minutes 7,617 g of stannous chloride in 9 L of 38% hydrochloric acid are added during 30 minutes below 25°. The resulting suspension is stirred in an ice bath for one hour, filtered, the residue suspended in 30 L of water, and 5,000 g of solid sodium hydroxide... Starting materials: Cl.FC=1C=C(C=C(C1)F)[C@]1([C@@H](N[C@@H](CO1)C)C)O ((2S,3S,5R)-2-(3,5-difluorophenyl)-3 5-dimethyl-2-morpholinol hydrochloride), [OH-].[Na+] (sodium hydroxide), aqueous solution. Solvent: O (water), C(C)OCC (diethyl ether). The product is FC=1C=C(C=C(C1)F)[C@]1([C@@H](N[C@@H](CO1)C)C)O ((2S,3S,5R)-2-(3,5-difluorophenyl)-3,5-dimethyl-2-morpholinol). RXN SMILES: Cl.[F:2][C:3]1[CH:4]=[C:5]([C@:10]2([OH:18])[O:15][CH2:14][C@@H:13]([CH3:16])[NH:12][C@H:11]2[CH3:17])[CH:6]=[C:7]([F:9])[CH:8]=1.[OH-].[Na+]>O.C(OCC)C>[F:9][C:7]1[CH:6]=[C:5]([C@:10]2([OH:18])[O:15][CH2:14][C@@H:13]([CH3:16])[NH:12][C@H:11]2[CH3:17])[CH:4]=[C:3]([F:2])[CH:8]=1 |f:0.1,2.3|. Reported procedure: To a chilled suspension of (2S,3S,5R)-2-(3,5-difluorophenyl)-3 5-dimethyl-2-morpholinol hydrochloride (Example 2) (10.0 g, 0.036 mole) in a mixture of water (100 ml) and diethyl ether (100 ml) was added sodium hydroxide as a 50% aqueous solution until the mixture was basic. The layers were separated and the aqueous layer extracted with diethyl ether. The combined extracts were dried (potassium carbonate). filtered and concentrated under reduced pressure to give (2S,3S,5R)-2-(3,5-difluorophenyl)-... Reactants: CN1CCC=2NC=3C=CC(=CC3C2CC1)C (1,2,3,4,5,6-hexahydro-3,9-dimethylazepino[4,5-b]indole), BrC=C(C)C1=NC=NC=C1 (4-(1-bromoprop-1-en-2-yl)pyrimidine), [O-]P(=O)([O-])[O-].[K+].[K+].[K+] (K3PO4), N1[C@H](C(=O)O)CCC1 (L-proline). The reagents and catalysts are [Cu]I (Copper (I) iodide). Run in O (Water), CN(C)C=O (DMF). Conditions: time 8 hour. The product is CN1CCC=2N(C=3C=CC(=CC3C2CC1)C)\C=C(/C)\C1=NC=NC=C1 ((E)-3,9-dimethyl-6-(2-(pyrimidin-4-yl)prop-1-enyl)-1,2,3,4,5,6-hexahydroazepino[4,5-b]indole). As a reaction SMILES: Br[CH:2]=[C:3]([C:5]1[CH:10]=[CH:9][N:8]=[CH:7][N:6]=1)[CH3:4].[O-]P([O-])([O-])=O.[K+].[K+].[K+].N1CCC[C@H]1C(O)=O.[CH3:27][N:28]1[CH2:41][CH2:40][C:39]2[C:38]3[CH:37]=[C:36]([CH3:42])[CH:35]=[CH:34][C:33]=3[NH:32][C:31]=2[CH2:30][CH2:29]1>CN(C=O)C.[Cu]I.O>[CH3:27][N:28]1[CH2:41][CH2:40][C:39]2[C:38]3[CH:37]=[C:36]([CH3:42])[CH:35]=[CH:34][C:33]=3[N:32](/[CH:2]=[C:3](/[C:5]3[CH:10]=[CH:9][N:8]=[CH:7][N:6]=3)\[CH3:4])[C:31]=2[CH2:30][CH2:29]1 |f:1.2.3.4|. Procedure: 4-(1-bromoprop-1-en-2-yl)pyrimidine (236 mg, 1.2 mmol) was dissolved in DMF (5 mL) and was added K3PO4 (424 mg, 2 mmol) followed by the addition of Copper (I) iodide (19 mg, 0.1 mmol) and L-proline (23 mg, 0.2 mmol). 1,2,3,4,5,6-hexahydro-3,9-dimethylazepino[4,5-b]indole (214 mg, 1 mmol) was added and purged nitrogen for 2 min. Reaction mass was stirred at 85 degree C. for overnight. Water was added and filtered the solid mass under vacuum. Crude was purified on silica gel (100-200 mesh) using 0...